Dataset: the Open Reaction Database (ORD), a public repository of structured organic reaction records. Task: describe an organic reaction: reactants, conditions, products, and yield Starting materials: C(C)OC1=C(C=C(C=C1)OCC1=CC=C(C=C1)OCC=1N=C(OC1C)C1=CC=CC=C1)CC(=O)OC (methyl 2-[2-ethoxy-5-[4-[(5-methyl-2-phenyl-4-oxazolyl)methoxy]benzyloxy]phenyl]acetate), O1CCCC1 (tetrahydrofuran), [OH-].[Na+] (sodium hydroxide), Cl (Hydrochloric acid). Solvent: CO (methanol), O (water). Run at temperature 50 celsius, time 1 hour. Product: C(C)OC1=C(C=C(C=C1)OCC1=CC=C(C=C1)OCC=1N=C(OC1C)C1=CC=CC=C1)CC(=O)O (2-[2-ethoxy-5-[4-[(5-methyl-2-phenyl-4-oxazolyl)methoxy]benzyloxy]phenyl]acetic acid). Isolated yield 82.7%. RXN SMILES: [CH2:1]([O:3][C:4]1[CH:9]=[CH:8][C:7]([O:10][CH2:11][C:12]2[CH:17]=[CH:16][C:15]([O:18][CH2:19][C:20]3[N:21]=[C:22]([C:26]4[CH:31]=[CH:30][CH:29]=[CH:28][CH:27]=4)[O:23][C:24]=3[CH3:25])=[CH:14][CH:13]=2)=[CH:6][C:5]=1[CH2:32][C:33]([O:35]C)=[O:34])[CH3:2].O1CCCC1.[OH-].[Na+].Cl>O.CO>[CH2:1]([O:3][C:4]1[CH:9]=[CH:8][C:7]([O:10][CH2:11][C:12]2[CH:13]=[CH:14][C:15]([O:18][CH2:19][C:20]3[N:21]=[C:22]([C:26]4[CH:31]=[CH:30][CH:29]=[CH:28][CH:27]=4)[O:23][C:24]=3[CH3:25])=[CH:16][CH:17]=2)=[CH:6][C:5]=1[CH2:32][C:33]([OH:35])=[O:34])[CH3:2] |f:2.3|. Procedure details: To a mixture of methyl 2-[2-ethoxy-5-[4-[(5-methyl-2-phenyl-4-oxazolyl)methoxy]benzyloxy]phenyl]acetate (0.56 g), tetrahydrofuran (2 mL) and methanol (2 mL) was added 1N aqueous sodium hydroxide solution (2.2 mL) and the mixture was stirred at 50° C. for 1 hr. 1N Hydrochloric acid and water were added to acidify the reaction mixture, and the mixture was extracted with ethyl acetate. The organic layer was washed with saturated brine, dried over anhydrous magnesium sulfate, and concentrated to giv... The reactants are FC(C1=CC=NC=C1)(F)F (4-trifluoromethylpyridine), C1(=C(C(=CC(=C1)C)C)S(=O)(=O)ON)C (O-(mesitylsulfonyl)hydroxylamine). Run in C(Cl)Cl (CH2Cl2). Run at time 18 hour. Product: CC1=C(C(=CC(=C1)C)C)S(=O)(=O)[O-].N[N+]1=CC=C(C=C1)C(F)(F)F (1-Amino-4-trifluoromethylpyridinium 2,4,6-trimethylbenzenesulfonate). RXN SMILES: [F:1][C:2]([F:10])([F:9])[C:3]1[CH:8]=[CH:7][N:6]=[CH:5][CH:4]=1.[C:11]1([CH3:24])[CH:16]=[C:15]([CH3:17])[CH:14]=[C:13]([CH3:18])[C:12]=1[S:19]([O:22][NH2:23])(=[O:21])=[O:20]>C(Cl)Cl>[CH3:18][C:13]1[CH:14]=[C:15]([CH3:17])[CH:16]=[C:11]([CH3:24])[C:12]=1[S:19]([O-:22])(=[O:21])=[O:20].[NH2:23][N+:6]1[CH:7]=[CH:8][C:3]([C:2]([F:10])([F:9])[F:1])=[CH:4][CH:5]=1 |f:3.4|. Procedure details: To a solution of 4-trifluoromethylpyridine (2.23 g, 15.2 mmol) in CH2Cl2 (66 mL) at 0° C., O-(mesitylsulfonyl)hydroxylamine (3.27 g, 15.2 mmol) was added. The reaction mixture was stirred at room temperature for 18 h. The reaction mixture was filtered to afford the desired product with quantitative yield. The reactants are BrC1=CC(=CC=C1)Br (1,3-dibromobenzene), C1CCOC1 (THF), [Li]CCCC (n-BuLi), solution, N#N (N2), [NH4+].[Cl-] (NH4Cl). The solvent is CCCCCC (hexane). Run at time 30 minute. Yields the product BrC=1C=C(C=CC1)C(C)=O (1-(3-Bromo-phenyl)-ethanone). As a reaction SMILES: N#N.Br[C:4]1[CH:9]=[CH:8][CH:7]=[C:6]([Br:10])[CH:5]=1.[Li]CCCC.[NH4+].[Cl-].C1C[O:21][CH2:20][CH2:19]1>CCCCCC>[Br:10][C:6]1[CH:5]=[C:4]([C:20](=[O:21])[CH3:19])[CH:9]=[CH:8][CH:7]=1 |f:3.4|. Reported procedure: In a flame dried round-bottomed flask equipped with a magnetic stir bar and under inert atmosphere (N2), a suspension of 1,3-dibromobenzene (2.45 g, 10.07 mmol) in THF (25.0 mL) was treated at −78° C. with n-BuLi (4.0 mL of a 2.5M solution in hexane, 10.00 mmol). The reaction mixture was stirred for 30 min before N,N-dimethylacetaminde (1.50 mL, 16.13 mmol) was added and the solution was then allowed to warm to rt over 1 h. Sat. aq. NH4Cl was then added and the aq. layer was extracted with Et2O ... Reactants: CCO, COC1CCCN(CC#N)C1. The product is COC1CCCN(CCN)C1. Reaction SMILES: [CH3:12][CH2:13][OH:14].[CH3:1][O:2][CH:3]1[CH2:4][N:5]([CH2:9][C:10]#[N:11])[CH2:6][CH2:7][CH2:8]1>>[CH3:1][O:2][CH:3]1[CH2:4][N:5]([CH2:9][CH2:10][NH2:11])[CH2:6][CH2:7][CH2:8]1. Reactants: ClC1=NC=2N(C=C1)N=CC2C=O (5-chloropyrazolo[1,5-a]pyrimidine-3-carbaldehyde), FC1=C(C=CC=C1)B(O)O (2-fluorophenylboronic acid), C([O-])([O-])=O.[Cs+].[Cs+] (cesium carbonate), O (Water). Reagents/catalysts: C1=CC=C(C=C1)P([C-]2C=CC=C2)C3=CC=CC=C3.C1=CC=C(C=C1)P([C-]2C=CC=C2)C3=CC=CC=C3.Cl[Pd]Cl.[Fe+2] (PdCl2(dppf)2). Solvent: CN(C)C=O.O (DMF water). Conditions: temperature 100 celsius. Yields the product FC1=C(C=CC=C1)C1=NC=2N(C=C1)N=CC2C=O (5-(2-fluorophenyl)pyrazolo[1,5-a]pyrimidine-3-carbaldehyde). Reaction SMILES: Cl[C:2]1[CH:7]=[CH:6][N:5]2[N:8]=[CH:9][C:10]([CH:11]=[O:12])=[C:4]2[N:3]=1.[F:13][C:14]1[CH:19]=[CH:18][CH:17]=[CH:16][C:15]=1B(O)O.C(=O)([O-])[O-].[Cs+].[Cs+].O>CN(C=O)C.O.C1C=CC(P(C2C=CC=CC=2)[C-]2C=CC=C2)=CC=1.C1C=CC(P(C2C=CC=CC=2)[C-]2C=CC=C2)=CC=1.Cl[Pd]Cl.[Fe+2]>[F:13][C:14]1[CH:19]=[CH:18][CH:17]=[CH:16][C:15]=1[C:2]1[CH:7]=[CH:6][N:5]2[N:8]=[CH:9][C:10]([CH:11]=[O:12])=[C:4]2[N:3]=1 |f:2.3.4,6.7,8.9.10.11|. Procedure details: To 5-chloropyrazolo[1,5-a]pyrimidine-3-carbaldehyde (150 mg, 0.83 mmol) in 4 mL DMF/water (0.05%) was added 2-fluorophenylboronic acid (174 mg, 1.245 mmol) and cesium carbonate (812 mg, 2.49 mmol). The mixture was degassed under nitrogen during 10 minutes. PdCl2(dppf)2 (30.3 mg, 0.041 mmol) was then added. The mixture was heated in the microwave at 100° C. for 10 minutes. Water was added, the precipitate was isolated by filtration and air dried to give 5-(2-fluorophenyl)pyrazolo[1,5-a]pyrimidine...